Dataset: the Open Reaction Database (ORD), a public repository of structured organic reaction records. Task: describe an organic reaction: reactants, conditions, products, and yield The reactants are CCN(CC)CC#CCO, ClCCl, O=[Mn]=O. Product: CCN(CC)CC#CC=O. RXN SMILES: [CH2:1]([CH3:2])[N:3]([CH2:4][C:5]#[C:6][CH2:7][OH:8])[CH2:9][CH3:10].[Cl:11][CH2:12][Cl:13].[O:14]=[Mn:15]=[O:16]>>[CH2:1]([CH3:2])[N:3]([CH2:4][C:5]#[C:6][CH:7]=[O:8])[CH2:9][CH3:10]. Product: CC(C)n1nc(-c2nc(-c3ccccc3)c(N)nc2-c2ccccc2)ccc1=O. RXN SMILES: [C:1](=[O:2])([O-:3])[O-:4].[CH3:47][C:48](=[O:49])[CH3:50].[NH2:7][c:8]1[n:9][c:10](-[c:25]2[cH:26][cH:27][cH:28][cH:29][cH:30]2)[c:11](-[c:15]2[cH:16][cH:17][c:18](=[O:24])[n:19]([CH:21]([CH3:22])[CH3:23])[n:20]2)[n:12][c:13]1[Br:14].[Na+:5].[Na+:6].[O:41]1[CH2:42][CH2:43][O:44][CH2:45][CH2:46]1.[OH2:40].[OH:31][B:32]([OH:33])[c:34]1[cH:35][cH:36][cH:37][cH:38][cH:39]1.[cH:51]1[cH:52][cH:53][c:54]([P:55]([Pd:56]([P:57]([c:58]2[cH:59][cH:60][cH:61][cH:62][cH:63]2)([c:64]2[cH:65][cH:66][cH:67][cH:68][cH:69]2)[c:70]2[cH:71][cH:72][cH:73][cH:74][cH:75]2)([P:76]([c:77]2[cH:78][cH:79][cH:80][cH:81][cH:82]2)([c:83]2[cH:84][cH:85][cH:86][cH:87][cH:88]2)[c:89]2[cH:90][cH:91][cH:92][cH:93][cH:94]2)[P:95]([c:96]2[cH:97][cH:98][cH:99][cH:100][cH:101]2)([c:102]2[cH:103][cH:104][cH:105][cH:106][cH:107]2)[c:108]2[cH:109][cH:110][cH:111][cH:112][cH:113]2)([c:114]2[cH:115][cH:116][cH:117][cH:118][cH:119]2)[c:120]2[cH:121][cH:122][cH:123][cH:124][cH:125]2)[cH:126][cH:127]1>>[NH2:7][c:8]1[n:9][c:10](-[c:25]2[cH:26][cH:27][cH:28][cH:29][cH:30]2)[c:11](-[c:15]2[cH:16][cH:17][c:18](=[O:24])[n:19]([CH:21]([CH3:22])[CH3:23])[n:20]2)[n:12][c:13]1-[c:34]1[cH:35][cH:36][cH:37][cH:38][cH:39]1. Starting materials: O=C([O-])[O-], CC(C)=O, CC(C)n1nc(-c2nc(Br)c(N)nc2-c2ccccc2)ccc1=O, [Na+], [Na+], C1COCCO1, O, OB(O)c1ccccc1, c1ccc(P(c2ccccc2)(c2ccccc2)[Pd](P(c2ccccc2)(c2ccccc2)c2ccccc2)(P(c2ccccc2)(c2ccccc2)c2ccccc2)P(c2ccccc2)(c2ccccc2)c2ccccc2)cc1. The reactants are N([C@@H](CCC(N)=O)C(=O)NNC(=O)OC(C)(C)C)C(=O)OCC1=CC=CC=C1 (Z-Gln-NHNHBoc). Reagents/catalysts: [Pd] (palladium). The solvent is CO (methanol). Yields the product N[C@@H](CCC(N)=O)C(=O)NNC(=O)OC(C)(C)C (H-Gln-NHNHBoc). Reaction SMILES: [NH:1](C(OCC1C=CC=CC=1)=O)[C@H:2]([C:8]([NH:10][NH:11][C:12]([O:14][C:15]([CH3:18])([CH3:17])[CH3:16])=[O:13])=[O:9])[CH2:3][CH2:4][C:5](=[O:7])[NH2:6]>CO.[Pd]>[NH2:1][C@H:2]([C:8]([NH:10][NH:11][C:12]([O:14][C:15]([CH3:18])([CH3:17])[CH3:16])=[O:13])=[O:9])[CH2:3][CH2:4][C:5](=[O:7])[NH2:6]. Procedure: 7.00 Grams of Z-Gln-NHNHBoc was dissolved in 50 ml of methanol and was catallytically reduced by using palladium as the catalyst to obtain H-Gln-NHNHBoc. The reactants are COc1cnc2[nH]c(C(=CC3CCOCC3)c3ccc(C(F)(F)F)cc3)cc2c1, CO. Product: COc1cnc2[nH]c(C(CC3CCOCC3)c3ccc(C(F)(F)F)cc3)cc2c1. As a reaction SMILES: [CH3:1][O:2][c:3]1[cH:4][c:5]2[c:6]([n:7][cH:8]1)[nH:9][c:10]([C:12](=[CH:13][CH:14]1[CH2:15][CH2:16][O:17][CH2:18][CH2:19]1)[c:20]1[cH:21][cH:22][c:23]([C:26]([F:27])([F:28])[F:29])[cH:24][cH:25]1)[cH:11]2.[CH3:30][OH:31]>>[CH3:1][O:2][c:3]1[cH:4][c:5]2[c:6]([n:7][cH:8]1)[nH:9][c:10]([CH:12]([CH2:13][CH:14]1[CH2:15][CH2:16][O:17][CH2:18][CH2:19]1)[c:20]1[cH:21][cH:22][c:23]([C:26]([F:27])([F:28])[F:29])[cH:24][cH:25]1)[cH:11]2.